From a dataset of the Open Reaction Database (ORD), a public repository of structured organic reaction records. describe an organic reaction: reactants, conditions, products, and yield Reactants: COC(=O)c1cccc(Br)c1, O=C([O-])[O-], C1COCCO1, [Cs+], [Cs+], NC1CCC(O)CC1, O=C(C=Cc1ccccc1)C=Cc1ccccc1, O=C(C=Cc1ccccc1)C=Cc1ccccc1, O=C(C=Cc1ccccc1)C=Cc1ccccc1, [Pd], [Pd]. Yields the product COC(=O)c1cccc(NC2CCC(O)CC2)c1. RXN SMILES: [Br:1][c:2]1[cH:3][c:4]([C:5](=[O:6])[O:7][CH3:8])[cH:9][cH:10][cH:11]1.[C:20](=[O:21])([O-:22])[O-:23].[CH2:26]1[O:27][CH2:28][CH2:29][O:30][CH2:31]1.[Cs+:24].[Cs+:25].[NH2:12][CH:13]1[CH2:14][CH2:15][CH:16]([OH:19])[CH2:17][CH2:18]1.[O:34]=[C:35]([CH:36]=[CH:37][c:38]1[cH:39][cH:40][cH:41][cH:42][cH:43]1)[CH:44]=[CH:45][c:46]1[cH:47][cH:48][cH:49][cH:50][cH:51]1.[O:52]=[C:53]([CH:54]=[CH:55][c:56]1[cH:57][cH:58][cH:59][cH:60][cH:61]1)[CH:62]=[CH:63][c:64]1[cH:65][cH:66][cH:67][cH:68][cH:69]1.[O:70]=[C:71]([CH:72]=[CH:73][c:74]1[cH:75][cH:76][cH:77][cH:78][cH:79]1)[CH:80]=[CH:81][c:82]1[cH:83][cH:84][cH:85][cH:86][cH:87]1.[Pd:32].[Pd:33]>>[c:2]1([NH:12][CH:13]2[CH2:14][CH2:15][CH:16]([OH:19])[CH2:17][CH2:18]2)[cH:3][c:4]([C:5](=[O:6])[O:7][CH3:8])[cH:9][cH:10][cH:11]1.